Dataset: the Open Reaction Database (ORD), a public repository of structured organic reaction records. Task: describe an organic reaction: reactants, conditions, products, and yield Starting materials: FC(C=1C=C(CP(OCC)(OCC)=O)C=CC1)(F)F (Diethyl 3-trifluoromethylbenzylphosphonate), ice water. Solvent: Cl (hydrochloric acid), CCO (EtOH). The product is FC(C=1C=C(CP(O)(O)=O)C=CC1)(F)F (3-Trifluoromethylbenzylphosphonic acid). Yield: 85.4%. RXN SMILES: [F:1][C:2]([F:19])([F:18])[C:3]1[CH:4]=[C:5]([CH:15]=[CH:16][CH:17]=1)[CH2:6][P:7](=[O:14])([O:11]CC)[O:8]CC>Cl.CCO>[F:18][C:2]([F:1])([F:19])[C:3]1[CH:4]=[C:5]([CH:15]=[CH:16][CH:17]=1)[CH2:6][P:7](=[O:8])([OH:11])[OH:14]. Procedure: Diethyl 3-trifluoromethylbenzylphosphonate (3.0 g, 10.0 mmol) was dissolved in a mixture of 50 mL of conc hydrochloric acid and 1.5 mL of EtOH and was heated at reflux for 17 hours. After cooling the clear reaction mixture in an ice-water mixture, the white crystalline solid which formed was collected to give 2.05 g (84.3%) of the analytical product, mp=163°-164° C.; D.C.I.M.S.[MH+,241]. The reactants are CC=1C=C(C=C(C1)C)C=1N=C(SC1C1=CC=NC=C1)N ([4-(3,5-dimethylphenyl)-5-(4-pyridyl)-1,3-thiazol-2-yl]amine), C(CC)(=O)Cl (propionyl chloride), C(O)([O-])=O.[Na+] (sodium hydrogencarbonate). The reagents and catalysts are CN(C1=CC=NC=C1)C (4-dimethylaminopyridine). Run in CN(C(C)=O)C (N,N-dimethylacetamide). Reaction conditions: temperature 80 celsius, time 14 hour. The product is CC=1C=C(C=C(C1)C)C=1N=C(SC1C1=CC=NC=C1)NC(CC)=O (N-[4-(3,5-dimethylphenyl)-5-(4-pyridyl)-1,3-thiazol-2-yl]propionamide). Isolated yield 67.5%. As a reaction SMILES: [CH3:1][C:2]1[CH:3]=[C:4]([C:9]2[N:10]=[C:11]([NH2:20])[S:12][C:13]=2[C:14]2[CH:19]=[CH:18][N:17]=[CH:16][CH:15]=2)[CH:5]=[C:6]([CH3:8])[CH:7]=1.[C:21](Cl)(=[O:24])[CH2:22][CH3:23].C(=O)([O-])O.[Na+]>CN(C)C1C=CN=CC=1.CN(C)C(=O)C>[CH3:1][C:2]1[CH:3]=[C:4]([C:9]2[N:10]=[C:11]([NH:20][C:21](=[O:24])[CH2:22][CH3:23])[S:12][C:13]=2[C:14]2[CH:19]=[CH:18][N:17]=[CH:16][CH:15]=2)[CH:5]=[C:6]([CH3:8])[CH:7]=1 |f:2.3|. Procedure: To a solution of [4-(3,5-dimethylphenyl)-5-(4-pyridyl)-1,3-thiazol-2-yl]amine (0.51 g, 1.8 mmol) and 4-dimethylaminopyridine (0.06 g, 0.52 mmol) in N,N-dimethylacetamide (20 mL) was added propionyl chloride (0.18 g, 1.96 mmol) and the mixture was stirred at 80° C. for 14 h. To the reaction mixture was poured aqueous sodium hydrogencarbonate solution and the precipitated solid was collected by filtration. The obtained solid was washed with water and dried. The crude crystals were recrystallized f...